describe an organic reaction: reactants, conditions, products, and yield From a dataset of the Open Reaction Database (ORD), a public repository of structured organic reaction records. Reactants: [OH-].[Li+] (Lithium hydroxide), COC(C(C)C1=CC=C(C=C1)Cl)=O (2-(4-chloro-phenyl)-propionic acid methyl ester). Solvent: O1CCCC1 (tetrahydrofuran), O (water), CO (methanol). Reaction conditions: time 8 hour. Product: ClC1=CC=C(C=C1)C(C(=O)O)C (2-(4-Chloro-phenyl)-propionic acid). RXN SMILES: [OH-].[Li+].C[O:4][C:5](=[O:15])[CH:6]([C:8]1[CH:13]=[CH:12][C:11]([Cl:14])=[CH:10][CH:9]=1)[CH3:7]>O1CCCC1.O.CO>[Cl:14][C:11]1[CH:10]=[CH:9][C:8]([CH:6]([CH3:7])[C:5]([OH:15])=[O:4])=[CH:13][CH:12]=1 |f:0.1|. Procedure: Lithium hydroxide (0.17 g, 7.10 mmol) was added to a stirred solution of 2-(4-chloro-phenyl)-propionic acid methyl ester (0.47 g, 2.366 mmol) in tetrahydrofuran, water and methanol (4:1:1, 12 ml). The mixture was stirred overnight and the volatiles evaporated in vacuo. The mixture was basified by addition of aqueous sodium hydrogencarbonate and washed with ethyl acetate. The aqueous was then acidified with 2M HCl and the product extracted into ethyl acetate. The organic phase was washed with bri... Starting materials: ClC1=NC(=C2N=CN(C2=N1)C1CCCC1)NCCNC(C1=CC(=C(C=C1)OC)OC)=O (N-[2-[(2-chloro-9-cyclopentyl-9H-purin-6-yl)-amino]-ethyl]-3,4-dimethoxy-benzamide), N[C@@H]1CC[C@H](CC1)N (trans-1,4-diaminocyclohexane). Run at temperature 140 celsius. Product: Cl.Cl.N[C@@H]1CC[C@H](CC1)NC1=NC(=C2N=CN(C2=N1)C1CCCC1)NCCNC(C1=CC(=C(C=C1)OC)OC)=O (trans-N-[2-[[2-[(4-amino-cyclohexyl)-amino]-9-cyclopentyl-9H-purin-6-yl]-amino]-ethyl]-3,4-dimethoxy-benzamide dihydrochloride). Reaction SMILES: [Cl:1][C:2]1[N:10]=[C:9]2[C:5]([N:6]=[CH:7][N:8]2[CH:11]2[CH2:15][CH2:14][CH2:13][CH2:12]2)=[C:4]([NH:16][CH2:17][CH2:18][NH:19][C:20](=[O:31])[C:21]2[CH:26]=[CH:25][C:24]([O:27][CH3:28])=[C:23]([O:29][CH3:30])[CH:22]=2)[N:3]=1.[NH2:32][C@H:33]1[CH2:38][CH2:37][C@H:36]([NH2:39])[CH2:35][CH2:34]1>>[ClH:1].[ClH:1].[NH2:32][C@H:33]1[CH2:38][CH2:37][C@H:36]([NH:39][C:2]2[N:10]=[C:9]3[C:5]([N:6]=[CH:7][N:8]3[CH:11]3[CH2:12][CH2:13][CH2:14][CH2:15]3)=[C:4]([NH:16][CH2:17][CH2:18][NH:19][C:20](=[O:31])[C:21]3[CH:26]=[CH:25][C:24]([O:27][CH3:28])=[C:23]([O:29][CH3:30])[CH:22]=3)[N:3]=2)[CH2:35][CH2:34]1 |f:2.3.4|. Procedure: 230 mg of the product obtained in Stage 1 above and 293 mg of trans-1,4-diaminocyclohexane are mixed together and the reaction medium is heated to 140° C. for 6 hours. After evaporating the solvent, chromatography on silica is carried out (eluent methylene chloride/methanol/ammonium hydroxide 85/15/1.5) followed by taking up in an ethanolic solution of hydrochloric acid, leaving to crystallize, separating, drying under reduced pressure and 99 mg of expected product is recovered. The reactants are OS(=O)(=O)[O-].[K+] (KHSO4), O (water), N([C@@H]([C@@H](C)CC)C(=O)O)C(=O)OC(C)(C)C (Boc-Ile), N[C@@H](CC(C)C)C(=O)O (H-Leu-OH). The solvent is [Na+].[Cl-] (NaCl), [Na+].[Cl-] (NaCl), CS(=O)C (DMSO), C(C)(=O)OC(C)C (isopropyl acetate). Reaction conditions: temperature 60 celsius. The product is N([C@@H]([C@@H](C)CC)C(=O)N[C@@H](CC(C)C)C(=O)O)C(=O)OC(C)(C)C (Boc-Ile-Leu-OH). Isolated yield 89.0%. RXN SMILES: [NH:1]([C:10]([O:12][C:13]([CH3:16])([CH3:15])[CH3:14])=[O:11])[C@H:2]([C:7]([OH:9])=O)[C@H:3]([CH2:5][CH3:6])[CH3:4].[NH2:17][C@H:18]([C:23]([OH:25])=[O:24])[CH2:19][CH:20]([CH3:22])[CH3:21].OS([O-])(=O)=O.[K+].O>CS(C)=O.C(OC(C)C)(=O)C.[Na+].[Cl-]>[NH:1]([C:10]([O:12][C:13]([CH3:16])([CH3:15])[CH3:14])=[O:11])[C@H:2]([C:7]([NH:17][C@H:18]([C:23]([OH:25])=[O:24])[CH2:19][CH:20]([CH3:22])[CH3:21])=[O:9])[C@H:3]([CH2:5][CH3:6])[CH3:4] |f:2.3,7.8|. Procedure: 1.00 equivalent of Boc-Ile-NCA (Mw=257.3) was added to 1.10 equivalents of H-Leu-OH (Mw=131.2) in suspension in DMSO. The suspension was then heated at 60±5° C. at least 2 hours. After checking the conversion rate by HPLC, the reaction mixture was diluted with isopropyl acetate, washed by KHSO4 (Mw=136; 1.00 equivalent) in NaCl 5% (weight) aqueous, NaCl 5% (weight) aqueous and water. After evaporation of isopropyl acetate in vacuo, the excess of water was eliminated by azeotropic distillation wi... The product is ClC1=CC=C(C(=O)NCC(=O)C2=COC=C2)C=C1 (N-(4-chlorobenzoyl)-(3-furylcarbonyl)methylamine). Procedure details: 5 g of (3-furylcarbonyl)methylamine hydrochloride, 6.0 g of sodium bicarbonate and 6.0 g of 4-chlorobenzoyl chloride are treated in the same manner as described in Preparation 1-(1). 8.2 g of N-(4-chlorobenzoyl)-(3-furylcarbonyl)methylamine are thereby obtained. Yield: 100% Yield: 100.5%. Reactants: Cl.O1C=C(C=C1)C(=O)CN ((3-furylcarbonyl)methylamine hydrochloride), C([O-])(O)=O.[Na+] (sodium bicarbonate), ClC1=CC=C(C(=O)Cl)C=C1 (4-chlorobenzoyl chloride). Reaction SMILES: Cl.[O:2]1[CH:6]=[CH:5][C:4]([C:7]([CH2:9][NH2:10])=[O:8])=[CH:3]1.C(=O)(O)[O-].[Na+].[Cl:16][C:17]1[CH:25]=[CH:24][C:20]([C:21](Cl)=[O:22])=[CH:19][CH:18]=1>>[Cl:16][C:17]1[CH:25]=[CH:24][C:20]([C:21]([NH:10][CH2:9][C:7]([C:4]2[CH:5]=[CH:6][O:2][CH:3]=2)=[O:8])=[O:22])=[CH:19][CH:18]=1 |f:0.1,2.3|. The reactants are [BH4-], CCOC(=O)c1cn2c(C)c(C)nc2c(O)c1CCC(=O)c1ccccc1, CCO, [Cl-], [NH4+], [Na+]. Product: CCOC(=O)c1cn2c(C)c(C)nc2c(O)c1CCC(O)c1ccccc1. Reaction SMILES: [BH4-:28].[CH3:1][c:2]1[n:3][c:4]2[n:5]([cH:6][c:7]([C:21](=[O:22])[O:23][CH2:24][CH3:25])[c:8]([CH2:11][CH2:12][C:13]([c:14]3[cH:15][cH:16][cH:17][cH:18][cH:19]3)=[O:20])[c:9]2[OH:10])[c:26]1[CH3:27].[CH3:32][CH2:33][OH:34].[Cl-:30].[NH4+:31].[Na+:29]>>[CH3:1][c:2]1[n:3][c:4]2[n:5]([cH:6][c:7]([C:21](=[O:22])[O:23][CH2:24][CH3:25])[c:8]([CH2:11][CH2:12][CH:13]([c:14]3[cH:15][cH:16][cH:17][cH:18][cH:19]3)[OH:20])[c:9]2[OH:10])[c:26]1[CH3:27]. Starting materials: solution, C(CCC)[Li] (butyllithium), C1(C=CC=C1)[Li] (cyclopentadienyllithium), N(C)(C)OS(=O)(=O)C ((CH3)2NOSO2CH3). Solvent: CCCCCC (hexane), C1CCOC1 (THF), C1CCOC1 (THF), CCCCCC (Hexane). Run at temperature -20 celsius, time 30 minute. The product is CN(C)C1(C=CC=C1)[Li] (N,N-Dimethylaminocyclopentadienyllithium). Reaction SMILES: [CH:1]1([Li:6])[CH:5]=[CH:4][CH:3]=[CH:2]1.[N:7](OS(C)(=O)=O)([CH3:9])[CH3:8].C([Li])CCC>C1COCC1.CCCCCC>[CH3:8][N:7]([C:1]1([Li:6])[CH:5]=[CH:4][CH:3]=[CH:2]1)[CH3:9]. Procedure details: A solution of 3 g of cyclopentadienyllithium (0.042 moles) in 30 ml of THF was added slowly at −30° C. to a solution of 5.9 g of compound 6 (0.042 moles) in 20 ml of THF. The mixture was then heated to −20° C. and stirred for 30 min. Hexane was then added and the solution was filtered. 1.8 ml of a 2.3 molar solution of butyllithium (0.042 moles) in hexane were then added at −20° C. to produce a precipitate. The precipitate was filtered off and washed with twice 20 ml of hexane. After drying unde...